This data is from the Open Reaction Database (ORD), a public repository of structured organic reaction records. The task is: describe an organic reaction: reactants, conditions, products, and yield Run at time 6 hour. Isolated yield 41.7%. Product: FC(C1=NC2=C(N1C1=NC(=NC(=C1)N1CCOCC1)NC1CCN(CC1)C(CN(C)C)=O)C=CC=C2)F (4-[2-(difluoromethyl)-1H-benzimidazol-1-yl]-N-{1-[(dimethylamino)acetyl]piperidin-4-yl}-6-morpholin-4-ylpyrimidin-2-amine). Reactants: CN(CC(=O)O)C (N,N-dimethylglycine), ON1N=NC2=C1C=CC=C2 (1-hydroxybenzotriazole), Cl.CN(CCCN=C=NCC)C (N-[3-(dimethylamino)propyl]-N′-ethylcarbodiimide hydrochloride), FC(C1=NC2=C(N1C1=NC(=NC(=C1)N1CCOCC1)NC1CCNCC1)C=CC=C2)F (4-[2-(difluoromethyl)-1H-benzimidazol-1-yl]-6-morpholin-4-yl-N-piperidin-4-ylpyrimidin-2-amine). Procedure: To a mixture of 4-[2-(difluoromethyl)-1H-benzimidazol-1-yl]-6-morpholin-4-yl-N-piperidin-4-ylpyrimidin-2-amine (18 mg) and N,N-dimethylformamide (0.36 mL) were added N,N-dimethylglycine (4.8 mg), 1-hydroxybenzotriazole (6.2 mg), and N-[3-(dimethylamino)propyl]-N′-ethylcarbodiimide hydrochloride (8.8 mg), and the mixture was stirred at room temperature for 6 hours. To the reaction mixture was added water, followed by extraction with chloroform. The organic layer was dried over anhydrous magnesium... Reaction SMILES: [F:1][CH:2]([F:31])[C:3]1[N:7]([C:8]2[CH:13]=[C:12]([N:14]3[CH2:19][CH2:18][O:17][CH2:16][CH2:15]3)[N:11]=[C:10]([NH:20][CH:21]3[CH2:26][CH2:25][NH:24][CH2:23][CH2:22]3)[N:9]=2)[C:6]2[CH:27]=[CH:28][CH:29]=[CH:30][C:5]=2[N:4]=1.[CH3:32][N:33]([CH3:38])[CH2:34][C:35](O)=[O:36].ON1C2C=CC=CC=2N=N1.Cl.CN(C)CCCN=C=NCC>O.CN(C)C=O>[F:31][CH:2]([F:1])[C:3]1[N:7]([C:8]2[CH:13]=[C:12]([N:14]3[CH2:19][CH2:18][O:17][CH2:16][CH2:15]3)[N:11]=[C:10]([NH:20][CH:21]3[CH2:26][CH2:25][N:24]([C:35](=[O:36])[CH2:34][N:33]([CH3:38])[CH3:32])[CH2:23][CH2:22]3)[N:9]=2)[C:6]2[CH:27]=[CH:28][CH:29]=[CH:30][C:5]=2[N:4]=1 |f:3.4|. Solvent: O (water), CN(C=O)C (N,N-dimethylformamide).